Task: describe an organic reaction: reactants, conditions, products, and yield. Dataset: the Open Reaction Database (ORD), a public repository of structured organic reaction records Starting materials: C=C(OCC)[Sn](CCCC)(CCCC)CCCC, Cc1ccccc1, COC(=O)c1cc(Cl)nc(Cl)c1, c1ccc(P(c2ccccc2)c2ccccc2)cc1, c1ccc(P(c2ccccc2)(c2ccccc2)[Pd](P(c2ccccc2)(c2ccccc2)c2ccccc2)(P(c2ccccc2)(c2ccccc2)c2ccccc2)P(c2ccccc2)(c2ccccc2)c2ccccc2)cc1. Product: C=C(OCC)c1cc(C(=O)OC)cc(Cl)n1. Reaction SMILES: [CH2:32]([Sn:33]([CH2:34][CH2:35][CH2:36][CH3:42])([C:37](=[CH2:38])[O:39][CH2:40][CH3:41])[CH2:43][CH2:44][CH2:45][CH3:46])[CH2:47][CH2:48][CH3:49].[CH3:127][c:128]1[cH:129][cH:130][cH:131][cH:132][cH:133]1.[CH3:1][O:2][C:3]([c:4]1[cH:5][c:6]([Cl:11])[n:7][c:8]([Cl:10])[cH:9]1)=[O:12].[c:13]1([P:14]([c:15]2[cH:16][cH:17][cH:18][cH:19][cH:20]2)[c:21]2[cH:22][cH:23][cH:24][cH:25][cH:26]2)[cH:27][cH:28][cH:29][cH:30][cH:31]1.[cH:50]1[cH:51][cH:52][c:53]([P:54]([Pd:55]([P:56]([c:57]2[cH:58][cH:59][cH:60][cH:61][cH:62]2)([c:63]2[cH:64][cH:65][cH:66][cH:67][cH:68]2)[c:69]2[cH:70][cH:71][cH:72][cH:73][cH:74]2)([P:75]([c:76]2[cH:77][cH:78][cH:79][cH:80][cH:81]2)([c:82]2[cH:83][cH:84][cH:85][cH:86][cH:87]2)[c:88]2[cH:89][cH:90][cH:91][cH:92][cH:93]2)[P:94]([c:95]2[cH:96][cH:97][cH:98][cH:99][cH:100]2)([c:101]2[cH:102][cH:103][cH:104][cH:105][cH:106]2)[c:107]2[cH:108][cH:109][cH:110][cH:111][cH:112]2)([c:113]2[cH:114][cH:115][cH:116][cH:117][cH:118]2)[c:119]2[cH:120][cH:121][cH:122][cH:123][cH:124]2)[cH:125][cH:126]1>>[CH3:1][O:2][C:3]([c:4]1[cH:5][c:6]([C:37](=[CH2:38])[O:39][CH2:40][CH3:41])[n:7][c:8]([Cl:10])[cH:9]1)=[O:12]. Reactants: C[Al](C)C (Trimethylaluminium), CC=1C=CC(=NC1)N (5-methylpyridin-2-amine), [Si](C)(C)(C(C)(C)C)O[C@H](COC[C@@H](C(=O)OC)O)C ((S)-methyl 3-((S)-2-(tert-butyldimethylsilyloxy)propoxy)-2-hydroxypropanoate). Solvent: C1(=CC=CC=C1)C (toluene), C1(=CC=CC=C1)C (toluene), C1(=CC=CC=C1)C (toluene). Run at temperature 0 celsius, time 10 minute. Product: [Si](C)(C)(C(C)(C)C)O[C@H](COC[C@@H](C(=O)NC1=NC=C(C=C1)C)O)C ((S)-3-((S)-2-(tert-Butyldimethylsilyloxy)propoxy)-2-hydroxy-N-(5-methylpyridin-2-yl)propanamide). Isolated yield 78.9%. Reaction SMILES: C[Al](C)C.[CH3:5][C:6]1[CH:7]=[CH:8][C:9]([NH2:12])=[N:10][CH:11]=1.[Si:13]([O:20][C@@H:21]([CH3:31])[CH2:22][O:23][CH2:24][C@H:25]([OH:30])[C:26](OC)=[O:27])([C:16]([CH3:19])([CH3:18])[CH3:17])([CH3:15])[CH3:14]>C1(C)C=CC=CC=1>[Si:13]([O:20][C@@H:21]([CH3:31])[CH2:22][O:23][CH2:24][C@H:25]([OH:30])[C:26]([NH:12][C:9]1[CH:8]=[CH:7][C:6]([CH3:5])=[CH:11][N:10]=1)=[O:27])([C:16]([CH3:19])([CH3:18])[CH3:17])([CH3:15])[CH3:14]. Procedure details: Trimethylaluminium (1.966 mL, 3.93 mmol) was added slowly to 5-methylpyridin-2-amine (0.407 g, 3.76 mmol) in toluene (20 mL) cooled to 0° C. under nitrogen. The resulting solution was stirred at 0° C. for 10 minutes. (S)-methyl 3-((S)-2-(tert-butyldimethylsilyloxy)propoxy)-2-hydroxypropanoate (Intermediate AS3) (1 g, 3.42 mmol) in toluene (4 mL) was added and the reaction was allowed to warm to room temperature and then heated at reflux for 4 hours (a further 5ml toluene was added to aid stirrin... The reactants are NC=1C=C(C=NC1)C1=NN=C(C2=C(C=CC=C12)C1=CC=CC=C1)NCC1=NC=CC=C1 (4-(5-aminopyridin-3-yl)-8-phenyl-N-(pyridin-2-ylmethyl) phthalazin-1-amine), N1=CC=CC=C1 (pyridine), C(C)(=O)Cl (acetyl chloride). Run in ClCCl (dichloromethane), ClCCl (dichloromethane). Run at time 5 hour. The product is C1(=CC=CC=C1)C1=C2C(=NN=C(C2=CC=C1)C=1C=C(C=NC1)NC(C)=O)NCC1=NC=CC=C1 (N-(5-(5-phenyl-4-((pyridin-2-ylmethyl)amino)phthalazin-1-yl)pyridin-3-yl)acetamide). Isolated yield 45.2%. RXN SMILES: [NH2:1][C:2]1[CH:3]=[C:4]([C:8]2[C:17]3[C:12](=[C:13]([C:18]4[CH:23]=[CH:22][CH:21]=[CH:20][CH:19]=4)[CH:14]=[CH:15][CH:16]=3)[C:11]([NH:24][CH2:25][C:26]3[CH:31]=[CH:30][CH:29]=[CH:28][N:27]=3)=[N:10][N:9]=2)[CH:5]=[N:6][CH:7]=1.N1C=CC=CC=1.[C:38](Cl)(=[O:40])[CH3:39]>ClCCl>[C:18]1([C:13]2[CH:14]=[CH:15][CH:16]=[C:17]3[C:12]=2[C:11]([NH:24][CH2:25][C:26]2[CH:31]=[CH:30][CH:29]=[CH:28][N:27]=2)=[N:10][N:9]=[C:8]3[C:4]2[CH:3]=[C:2]([NH:1][C:38](=[O:40])[CH3:39])[CH:7]=[N:6][CH:5]=2)[CH:23]=[CH:22][CH:21]=[CH:20][CH:19]=1. Reported procedure: To a solution of 4-(5-aminopyridin-3-yl)-8-phenyl-N-(pyridin-2-ylmethyl) phthalazin-1-amine (50.0 mg, 0.124 mmol) in dichloromethane (5 mL) at ambient temperature was added pyridine (0.0200 mL, 0.247 mmol) followed by acetyl chloride (0.0132 mL, 0.185 mmol). After stirring for 5 h at room temperature, the reaction mixture was diluted with dichloromethane (50 mL) and the organic portion washed with water (10 mL) followed by brine (10 mL). The organic layer was dried over Na2SO4, filtered and conc... Starting materials: OC1=C(C=C(C=C1I)[N+](=O)[O-])NC(OC(C)(C)C)=O (tert-butyl (2-hydroxy-3-iodo-5-nitrophenyl)carbamate), C1=CN(C=N1)C(=O)N2C=CN=C2 (N,N-carbonyldiimidazole). The solvent is C1CCOC1 (THF). The product is IC1=CC(=CC=2NC(OC21)=O)[N+](=O)[O-] (7-Iodo-5-nitro-1,3-benzoxazol-2(3H)-one). The yield is 716.4%. As a reaction SMILES: O[C:2]1[C:7]([I:8])=[CH:6][C:5]([N+:9]([O-:11])=[O:10])=[CH:4][C:3]=1[NH:12][C:13](=[O:19])[O:14]C(C)(C)C.C1N=CN(C(N2C=NC=C2)=O)C=1>C1COCC1>[I:8][C:7]1[C:2]2[O:19][C:13](=[O:14])[NH:12][C:3]=2[CH:4]=[C:5]([N+:9]([O-:11])=[O:10])[CH:6]=1. Reported procedure: A solution of tert-butyl (2-hydroxy-3-iodo-5-nitrophenyl)carbamate (1.0 g, 2.6 mmol) and N,N-carbonyldiimidazole (0.47 g, 2.9 mmol) in THF (6 mL) was stirred at reflux for 1 h. The reaction mixture was concentrated, diluted with ethyl acetate (100 mL), washed with 1 N HCl (50 mL), water (20 mL), and brine (20 mL), dried over anhydrous sodium sulfate, filtered, and concentrated to give a crude solid. This material was concentrated from hexanes (2×) to give the desired product (5.7 g, 91%) as an o... Reactants: ClC=1C=C2C(=NC=NC2=CC1C(=O)N1CCCC1)N[C@H](COCC(=O)OC(C)(C)C)C1=NC2=C(N1)C=CC(=C2)Cl (6-chloro-4-[(1S)-1-(5-chloro-1H-benzimidazol-2-yl)-2-(tert.-butyloxycarbonylmethoxy)-ethylamino]-7-(pyrrolidin-1-yl-carbonyl)-quinazoline), FC(C(=O)O)(F)F (trifluoroacetic acid). Product: ClC=1C=C2C(=NC=NC2=CC1C(=O)N1CCCC1)N[C@H](COCC(=O)O)C1=NC2=C(N1)C=CC(=C2)Cl (6-chloro-4-[(1S)-1-(5-chloro-1H-benzimidazol-2-yl)-2-(hydroxycarbonylmethoxy)-ethylamino]-7-(pyrrolidin-1-yl-carbonyl)-quinazoline). As a reaction SMILES: [Cl:1][C:2]1[CH:3]=[C:4]2[C:9](=[CH:10][C:11]=1[C:12]([N:14]1[CH2:18][CH2:17][CH2:16][CH2:15]1)=[O:13])[N:8]=[CH:7][N:6]=[C:5]2[NH:19][C@@H:20]([C:31]1[NH:35][C:34]2[CH:36]=[CH:37][C:38]([Cl:40])=[CH:39][C:33]=2[N:32]=1)[CH2:21][O:22][CH2:23][C:24]([O:26]C(C)(C)C)=[O:25].FC(F)(F)C(O)=O>>[Cl:1][C:2]1[CH:3]=[C:4]2[C:9](=[CH:10][C:11]=1[C:12]([N:14]1[CH2:18][CH2:17][CH2:16][CH2:15]1)=[O:13])[N:8]=[CH:7][N:6]=[C:5]2[NH:19][C@@H:20]([C:31]1[NH:35][C:34]2[CH:36]=[CH:37][C:38]([Cl:40])=[CH:39][C:33]=2[N:32]=1)[CH2:21][O:22][CH2:23][C:24]([OH:26])=[O:25]. Procedure details: Prepared analogously to Example 8c from 6-chloro-4-[(1S)-1-(5-chloro-1H-benzimidazol-2-yl)-2-(tert.-butyloxycarbonylmethoxy)-ethylamino]-7-(pyrrolidin-1-yl-carbonyl)-quinazoline and trifluoroacetic acid.